Dataset: the Open Reaction Database (ORD), a public repository of structured organic reaction records. Task: describe an organic reaction: reactants, conditions, products, and yield The reactants are CC(C)(C)[Si](OC1CCN(C2CCNC2=O)CC1)(c1ccccc1)c1ccccc1, [Li]CCCC, Clc1cc(OCc2ccccc2)cc(Cl)c1CBr, C1CCOC1. Yields the product CC(C)(C)[Si](OC1CCN(C2CCN(Cc3c(Cl)cc(OCc4ccccc4)cc3Cl)C2=O)CC1)(c1ccccc1)c1ccccc1. As a reaction SMILES: [C:1]([CH3:2])([CH3:3])([CH3:4])[Si:5]([O:6][CH:7]1[CH2:8][CH2:9][N:10]([CH:13]2[C:14](=[O:18])[NH:15][CH2:16][CH2:17]2)[CH2:11][CH2:12]1)([c:19]1[cH:20][cH:21][cH:22][cH:23][cH:24]1)[c:25]1[cH:26][cH:27][cH:28][cH:29][cH:30]1.[CH2:31]([Li:32])[CH2:33][CH2:34][CH3:35].[CH2:36]([c:37]1[cH:38][cH:39][cH:40][cH:41][cH:42]1)[O:43][c:44]1[cH:45][c:46]([Cl:53])[c:47]([CH2:51][Br:52])[c:48]([Cl:50])[cH:49]1.[CH2:54]1[O:55][CH2:56][CH2:57][CH2:58]1>>[C:1]([CH3:2])([CH3:3])([CH3:4])[Si:5]([O:6][CH:7]1[CH2:8][CH2:9][N:10]([CH:13]2[C:14](=[O:18])[N:15]([CH2:51][c:47]3[c:46]([Cl:53])[cH:45][c:44]([O:43][CH2:36][c:37]4[cH:38][cH:39][cH:40][cH:41][cH:42]4)[cH:49][c:48]3[Cl:50])[CH2:16][CH2:17]2)[CH2:11][CH2:12]1)([c:19]1[cH:20][cH:21][cH:22][cH:23][cH:24]1)[c:25]1[cH:26][cH:27][cH:28][cH:29][cH:30]1. The reactants are COCCBr, Oc1ccc(Br)cc1, O=C([O-])[O-], CN(C)C=O, [K+], [K+]. Yields the product COCCOc1ccc(Br)cc1. RXN SMILES: [Br:15][CH2:16][CH2:17][O:18][CH3:19].[Br:1][c:2]1[cH:3][cH:4][c:5]([OH:8])[cH:6][cH:7]1.[C:9](=[O:10])([O-:11])[O-:12].[CH3:20][N:21]([CH3:22])[CH:23]=[O:24].[K+:13].[K+:14]>>[Br:1][c:2]1[cH:3][cH:4][c:5]([O:8][CH2:16][CH2:17][O:18][CH3:19])[cH:6][cH:7]1.